This data is from the Open Reaction Database (ORD), a public repository of structured organic reaction records. The task is: describe an organic reaction: reactants, conditions, products, and yield Reactants: C[Si](C#CCCCN1C(C(=C(C2=CC=CN=C12)C1=CC(=CC=C1)OC)NC(=O)NC1=C(C=CC=C1C(C)C)C(C)C)=O)(C)C (N-[1-(5-trimethylsilyl-4-pentynyl)-4-(3-methoxyphenyl)-1,2-dihydro-2-oxo-1,8-naphthyridin-3-yl]-N'-(2,6-diisopropylphenyl)urea), [F-].[K+] (potassium fluoride), O (water). Solvent: CN(C)C=O (DMF). Run at time 7 hour. The product is C(CCC#C)N1C(C(=C(C2=CC=CN=C12)C1=CC(=CC=C1)OC)NC(=O)NC1=C(C=CC=C1C(C)C)C(C)C)=O (N-[1-(4-pentynyl)-4-(3-methoxyphenyl)-1,2-dihydro-2-oxo-1,8-naphthyridin-3-yl]-N'-(2,6-diisopropylphenyl)urea). Yield: 105.3%. RXN SMILES: C[Si](C)(C)[C:3]#[C:4][CH2:5][CH2:6][CH2:7][N:8]1[C:17]2[C:12](=[CH:13][CH:14]=[CH:15][N:16]=2)[C:11]([C:18]2[CH:23]=[CH:22][CH:21]=[C:20]([O:24][CH3:25])[CH:19]=2)=[C:10]([NH:26][C:27]([NH:29][C:30]2[C:35]([CH:36]([CH3:38])[CH3:37])=[CH:34][CH:33]=[CH:32][C:31]=2[CH:39]([CH3:41])[CH3:40])=[O:28])[C:9]1=[O:42].[F-].[K+].O>CN(C=O)C>[CH2:7]([N:8]1[C:17]2[C:12](=[CH:13][CH:14]=[CH:15][N:16]=2)[C:11]([C:18]2[CH:23]=[CH:22][CH:21]=[C:20]([O:24][CH3:25])[CH:19]=2)=[C:10]([NH:26][C:27]([NH:29][C:30]2[C:31]([CH:39]([CH3:40])[CH3:41])=[CH:32][CH:33]=[CH:34][C:35]=2[CH:36]([CH3:38])[CH3:37])=[O:28])[C:9]1=[O:42])[CH2:6][CH2:5][C:4]#[CH:3] |f:1.2|. Procedure: To a solution of N-[1-(5-trimethylsilyl-4-pentynyl)-4-(3-methoxyphenyl)-1,2-dihydro-2-oxo-1,8-naphthyridin-3-yl]-N'-(2,6-diisopropylphenyl)urea (81 mg, 0.133 mmol) in DMF (4 ml) was added potassium fluoride (138 mg, 2.38 mmol), and the mixture was stirred at room temperature for 7 hours. The mixture was poured into water, and extracted with ethyl acetate. The extract was washed with a saturated aqueous sodium chloride solution, and dried over anhydrous magnesium sulfate. The resultant was concen... Reactants: C1(CC=CC1)O (3-cyclopentene-1-ol), TEA, C(=O)(O)[O-].[Na+] (NaHCO3), CS(=O)(=O)Cl (methanesulfonyl chloride). Reagents/catalysts: CN(C)C=1C=CN=CC1 (DMAP). Solvent: C(Cl)Cl (methylene chloride). Reaction conditions: time 8 hour. Product: C1(CC=CC1)OS(=O)(=O)C (Methanesulfonic acid cyclopent-3-enyl ester). As a reaction SMILES: [CH:1]1([OH:6])[CH2:5][CH:4]=[CH:3][CH2:2]1.[CH3:7][S:8](Cl)(=[O:10])=[O:9].C([O-])(O)=O.[Na+]>C(Cl)Cl.CN(C1C=CN=CC=1)C>[CH:1]1([O:6][S:8]([CH3:7])(=[O:10])=[O:9])[CH2:5][CH:4]=[CH:3][CH2:2]1 |f:2.3|. Procedure details: To a solution of 3-cyclopentene-1-ol (9.00 g, 107 mmol) in dry methylene chloride (150 mL) was added TEA (23.0 mL, 160 mmol) followed by DMAP (100 mg). To this solution was added methanesulfonyl chloride (14.72 g, 128 mmol) at 10-20° C. slowly over 15 minutes and stirred overnight at room temperature. To the reaction mixture was added aqueous saturated NaHCO3 (50 mL) and stirred for 15 minutes at room temperature. The organic layer was separated, washed with water, followed by brine and dried ov... Reactants: O[C@@H](CC(=O)OCC)COC(C1=CC=CC=C1)(C1=CC=CC=C1)C1=CC=CC=C1 ((S)-ethyl 3-hydroxy-4-trityloxybutanoate), [BH4-].[Na+] (Sodium borohydride), C(C)(=O)O (Acetic acid). Run in C(C)O (ethanol), O (water). Yields the product C(C1=CC=CC=C1)(C1=CC=CC=C1)(C1=CC=CC=C1)OC[C@H](CCO)O ((S)-1-trityloxy-2,4-butanediol). Isolated yield 82.4%. RXN SMILES: [OH:1][C@H:2]([CH2:9][O:10][C:11]([C:24]1[CH:29]=[CH:28][CH:27]=[CH:26][CH:25]=1)([C:18]1[CH:23]=[CH:22][CH:21]=[CH:20][CH:19]=1)[C:12]1[CH:17]=[CH:16][CH:15]=[CH:14][CH:13]=1)[CH2:3][C:4](OCC)=[O:5].[BH4-].[Na+].C(O)(=O)C>C(O)C.O>[C:11]([O:10][CH2:9][C@@H:2]([OH:1])[CH2:3][CH2:4][OH:5])([C:18]1[CH:19]=[CH:20][CH:21]=[CH:22][CH:23]=1)([C:24]1[CH:29]=[CH:28][CH:27]=[CH:26][CH:25]=1)[C:12]1[CH:13]=[CH:14][CH:15]=[CH:16][CH:17]=1 |f:1.2|. Reported procedure: In ethanol (10 ml) was dissolved (S)-ethyl 3-hydroxy-4-trityloxybutanoate (0.37 g, 0.975 mmol). Sodium borohydride (0.238 g, 6.29 mmol) was added to the solution and the solution was stirred at room temperature over night. Acetic acid was added to neutralize the solution. The solution was diluted with water (100 ml) and extracted with ethyl acetate. The extract was washed with saturated brine, dried on magnesium sulfate, filtered, and condensed in vacuo. The residue was subjected to silica gel c...